This data is from the Open Reaction Database (ORD), a public repository of structured organic reaction records. The task is: describe an organic reaction: reactants, conditions, products, and yield The reactants are CCN(CCOC)c1ccc(C(F)(F)F)cc1C=O, ClCCl, CC(=O)O, ClCCCl, NCc1cc(C(F)(F)F)cc(C(F)(F)F)c1. Product: CCN(CCOC)c1ccc(C(F)(F)F)cc1CNCc1cc(C(F)(F)F)cc(C(F)(F)F)c1. As a reaction SMILES: [CH2:1]([CH3:2])[N:3]([c:4]1[c:5]([CH:6]=[O:7])[cH:8][c:9]([C:12]([F:13])([F:14])[F:15])[cH:10][cH:11]1)[CH2:16][CH2:17][O:18][CH3:19].[CH2:40]([Cl:41])[Cl:42].[CH3:36][C:37](=[O:38])[OH:39].[Cl:43][CH2:44][CH2:45][Cl:46].[F:20][C:21]([c:22]1[cH:23][c:24]([CH2:25][NH2:26])[cH:27][c:28]([C:30]([F:31])([F:32])[F:33])[cH:29]1)([F:34])[F:35]>>[CH2:1]([CH3:2])[N:3]([c:4]1[c:5]([CH2:6][NH:26][CH2:25][c:24]2[cH:23][c:22]([C:21]([F:20])([F:34])[F:35])[cH:29][c:28]([C:30]([F:31])([F:32])[F:33])[cH:27]2)[cH:8][c:9]([C:12]([F:13])([F:14])[F:15])[cH:10][cH:11]1)[CH2:16][CH2:17][O:18][CH3:19]. Starting materials: O1CC1C (1,2-epoxypropane), C(C)S(=O)(=O)C=1SC(=CN1)C(=O)NCCC12CC3CC(CC(C1)C3)C2 (2-ethylsulfonyl-5-[2-(adamant-1-yl)ethylaminocarbonyl]thiazole), [H-].[Na+] (sodium hydride), C1C(O1)CO (glycidol). Solvent: O1CCCC1 (tetrahydrofuran), O1CCCC1 (tetrahydrofuran). Reaction conditions: temperature -5 celsius, time 10 minute. Yields the product O1CC1COC=1SC(=CN1)C(=O)NCCC12CC3CC(CC(C1)C3)C2 (1,2-epoxy-3-[5-(2-[adamant-1-yl]ethylaminocarbonyl)thiazol-2-yloxy]propane). Reaction SMILES: O1C(C)C1.[H-].[Na+].[CH2:7]1[O:9][CH:8]1[CH2:10][OH:11].C(S([C:17]1[S:18][C:19]([C:22]([NH:24][CH2:25][CH2:26][C:27]23[CH2:36][CH:31]4[CH2:32][CH:33]([CH2:35][CH:29]([CH2:30]4)[CH2:28]2)[CH2:34]3)=[O:23])=[CH:20][N:21]=1)(=O)=O)C>O1CCCC1>[O:9]1[CH:8]([CH2:10][O:11][C:17]2[S:18][C:19]([C:22]([NH:24][CH2:25][CH2:26][C:27]34[CH2:36][CH:31]5[CH2:32][CH:33]([CH2:35][CH:29]([CH2:30]5)[CH2:28]3)[CH2:34]4)=[O:23])=[CH:20][N:21]=2)[CH2:7]1 |f:1.2|. Reported procedure: This example illustrates further processes of the invention for preparing the 1,2-epoxypropane compounds of formula B. In this example 0.0525 mole of sodium hydride in a 50% mineral oil mixture is stirred in 300 ml. of anhydrous tetrahydrofuran, under nitrogen, then cooled to -30° C and 0.055 mole of glycidol is added dropwise. The mixture is allowed to warm to -5° C and stirred for 10 minutes and then recooled to -30° C. A solution of 0.05 mole of 2-ethylsulfonyl-5-[2-(adamant-1-yl)ethylaminoca...